This data is from the Open Reaction Database (ORD), a public repository of structured organic reaction records. The task is: describe an organic reaction: reactants, conditions, products, and yield Reactants: FC1=CC=C(C=C1)N1CCC(CC1)C(=O)O (1-(4-Fluorophenyl)-4-piperidinecarboxylic acid), S(=O)(Cl)Cl (thionyl chloride). Solvent: O1CCOCC1 (dioxane). Reaction conditions: time 1 hour. Yields the product FC1=CC=C(C=C1)N1CCC(CC1)C(=O)Cl (1-(4-fluorophenyl)-4-piperidinecarbonyl chloride). As a reaction SMILES: [F:1][C:2]1[CH:7]=[CH:6][C:5]([N:8]2[CH2:13][CH2:12][CH:11]([C:14]([OH:16])=O)[CH2:10][CH2:9]2)=[CH:4][CH:3]=1.S(Cl)([Cl:19])=O>O1CCOCC1>[F:1][C:2]1[CH:7]=[CH:6][C:5]([N:8]2[CH2:13][CH2:12][CH:11]([C:14]([Cl:19])=[O:16])[CH2:10][CH2:9]2)=[CH:4][CH:3]=1. Procedure details: 1-(4-Fluorophenyl)-4-piperidinecarboxylic acid (0.1 g, 0.45 mmol) was stirred in dioxane (5 mL) and thionyl chloride (0.165 mL, 2.25 mmol) was added drop-wise. After stirring for 1 h the solvent was removed by evaporation, DCM was added to the residue which was then re-concentrated to give 1-(4-fluorophenyl)-4-piperidinecarbonyl chloride which was used directly in step 2. Reactants: C(C)OC(=O)C=1C=NC2=C(C=CC=C2C1NC1CCN(CC1)C(=O)OC(C)(C)C)OC (4-(1-tert-butoxycarbonyl-piperidin-4-ylamino)-8-methoxy-quinoline-3-carboxylic acid ethyl ester), N(=C=O)C1=CC2=C(OCO2)C=C1 (5-isocyanato-benzo[1,3]dioxole). Product: C(C)(C)(C)OC(=O)N1CCC(CC1)N1C(N(C(C=2C=NC=3C(=CC=CC3C21)OC)=O)C2=CC1=C(OCO1)C=C2)=O (4-(3-Benzo[1,3]dioxol-5-yl-7-methoxy-2,4-dioxo-3,4-dihydro-2H-pyrimido[5,4-c]quinolin-1-yl)-piperidine-1-carboxylic acid tert-butyl ester). Isolated yield 64.9%. RXN SMILES: C([O:3][C:4]([C:6]1[CH:7]=[N:8][C:9]2[C:14]([C:15]=1[NH:16][CH:17]1[CH2:22][CH2:21][N:20]([C:23]([O:25][C:26]([CH3:29])([CH3:28])[CH3:27])=[O:24])[CH2:19][CH2:18]1)=[CH:13][CH:12]=[CH:11][C:10]=2[O:30][CH3:31])=O)C.[N:32]([C:35]1[CH:43]=[CH:42][C:38]2[O:39][CH2:40][O:41][C:37]=2[CH:36]=1)=[C:33]=[O:34]>>[C:26]([O:25][C:23]([N:20]1[CH2:19][CH2:18][CH:17]([N:16]2[C:15]3[C:14]4[CH:13]=[CH:12][CH:11]=[C:10]([O:30][CH3:31])[C:9]=4[N:8]=[CH:7][C:6]=3[C:4](=[O:3])[N:32]([C:35]3[CH:43]=[CH:42][C:38]4[O:39][CH2:40][O:41][C:37]=4[CH:36]=3)[C:33]2=[O:34])[CH2:22][CH2:21]1)=[O:24])([CH3:29])([CH3:28])[CH3:27]. Reported procedure: 4-(3-Benzo[1,3]dioxol-5-yl-7-methoxy-2,4-dioxo-3,4-dihydro-2H-pyrimido[5,4-c]quinolin-1-yl)-piperidine-1-carboxylic acid tert-butyl ester (110 mg) was prepared from 4-(1-tert-butoxycarbonyl-piperidin-4-ylamino)-8-methoxy-quinoline-3-carboxylic acid ethyl ester (0.31 mmol) and 5-isocyanato-benzo[1,3]dioxole (0.465 mmol) following general procedure C. LCMS: m/z 547 [M+1]+. Starting materials: C(C)(C)(C)OC(=O)N1CCC(CC1)C1=CC=2C(=CN=C(C2)Cl)O1 (4-(5-chloro-furo[2,3-c]pyridin-2-yl)-piperidine-1-carboxylic acid tert-butyl ester), FC=1C=NC=CC1B(O)O (3-fluoro-pyridine-4-boronic acid). Yields the product C(C)(C)(C)OC(=O)N1CCC(CC1)C1=CC=2C(=CN=C(C2)C2=C(C=NC=C2)F)O1 (4-[5-(3-Fluoro-pyridin-4-yl)-furo[2,3-c]pyridin-2-yl]-piperidine-1-carboxylic acid tert-butyl ester). RXN SMILES: [C:1]([O:5][C:6]([N:8]1[CH2:13][CH2:12][CH:11]([C:14]2[O:23][C:17]3=[CH:18][N:19]=[C:20](Cl)[CH:21]=[C:16]3[CH:15]=2)[CH2:10][CH2:9]1)=[O:7])([CH3:4])([CH3:3])[CH3:2].[F:24][C:25]1[CH:26]=[N:27][CH:28]=[CH:29][C:30]=1B(O)O>>[C:1]([O:5][C:6]([N:8]1[CH2:13][CH2:12][CH:11]([C:14]2[O:23][C:17]3=[CH:18][N:19]=[C:20]([C:30]4[CH:29]=[CH:28][N:27]=[CH:26][C:25]=4[F:24])[CH:21]=[C:16]3[CH:15]=2)[CH2:10][CH2:9]1)=[O:7])([CH3:4])([CH3:3])[CH3:2]. Reported procedure: The title compound is prepared from 4-(5-chloro-furo[2,3-c]pyridin-2-yl)-piperidine-1-carboxylic acid tert-butyl ester and 3-fluoro-pyridine-4-boronic acid following a procedure analogous to that described for Example 3. LC (method 5): tR=1.32 min; Mass spectrum (ESI+): m/z=398 [M+H]+. Reactants: ClCCl, O=C(O)C(F)(F)F, COC(=O)CCC(O)c1ccc(F)c(C)c1. Yields the product Cc1cc(C2CCC(=O)O2)ccc1F. RXN SMILES: [Cl:24][CH2:25][Cl:26].[F:17][C:18]([F:19])([F:20])[C:21]([OH:22])=[O:23].[F:1][c:2]1[c:3]([CH3:16])[cH:4][c:5]([CH:8]([CH2:9][CH2:10][C:11](=[O:12])[O:13][CH3:14])[OH:15])[cH:6][cH:7]1>>[F:1][c:2]1[c:3]([CH3:16])[cH:4][c:5]([CH:8]2[CH2:9][CH2:10][C:11](=[O:12])[O:15]2)[cH:6][cH:7]1. Reactants: N#Cc1cccc(Br)c1, CC(C)(C)OC(=O)N1CCC(=O)CC1, C1CCOC1, [Li]CCCC. Product: CC(C)(C)OC(=O)N1CCC(O)(c2cccc(C#N)c2)CC1. RXN SMILES: [Br:1][c:2]1[cH:3][c:4]([C:5]#[N:6])[cH:7][cH:8][cH:9]1.[C:15](=[O:16])([O:17][C:18]([CH3:19])([CH3:20])[CH3:21])[N:22]1[CH2:23][CH2:24][C:25](=[O:28])[CH2:26][CH2:27]1.[CH2:29]1[O:30][CH2:31][CH2:32][CH2:33]1.[CH3:10][CH2:11][CH2:12][CH2:13][Li:14]>>[c:2]1([C:25]2([OH:28])[CH2:24][CH2:23][N:22]([C:15](=[O:16])[O:17][C:18]([CH3:19])([CH3:20])[CH3:21])[CH2:27][CH2:26]2)[cH:3][c:4]([C:5]#[N:6])[cH:7][cH:8][cH:9]1.